From a dataset of the Open Reaction Database (ORD), a public repository of structured organic reaction records. describe an organic reaction: reactants, conditions, products, and yield Reactants: O=C([O-])O, C1CCOC1, CCOC(C)=O, Cl, [Na+], CN(C)C=O, O=P(Cl)(Cl)Cl, Oc1ccc2nc(O)ccc2c1. The product is Oc1ccc2nc(Cl)ccc2c1. RXN SMILES: [C:18](=[O:19])([OH:20])[O-:21].[CH2:24]1[O:25][CH2:26][CH2:27][CH2:28]1.[CH3:29][CH2:30][O:31][C:32](=[O:33])[CH3:34].[ClH:23].[Na+:22].[O:35]=[CH:36][N:37]([CH3:38])[CH3:39].[P:13]([Cl:14])([Cl:15])([Cl:16])=[O:17].[n:1]1[c:2]([OH:12])[cH:3][cH:4][c:5]2[cH:6][c:7]([OH:11])[cH:8][cH:9][c:10]12>>[n:1]1[c:2]([Cl:15])[cH:3][cH:4][c:5]2[cH:6][c:7]([OH:11])[cH:8][cH:9][c:10]12. RXN SMILES: C(O)(C(F)(F)F)=O.[Si]([O:15][CH2:16][CH2:17][CH2:18][C:19]([NH:35][S:36]([C:38]([CH3:41])([CH3:40])[CH3:39])=[O:37])([C:26]1[CH:31]=[CH:30][C:29]([C:32]#[N:33])=[C:28]([F:34])[CH:27]=1)[C:20]1[N:24]([CH3:25])[CH:23]=[N:22][CH:21]=1)(C(C)(C)C)(C)C.O.C([O-])(O)=O.[Na+]>CC#N>[C:32]([C:29]1[CH:30]=[CH:31][C:26]([C:19]([NH:35][S:36]([C:38]([CH3:40])([CH3:39])[CH3:41])=[O:37])([C:20]2[N:24]([CH3:25])[CH:23]=[N:22][CH:21]=2)[CH2:18][CH2:17][CH2:16][OH:15])=[CH:27][C:28]=1[F:34])#[N:33] |f:3.4|. Reported procedure: TFA (1 mL) was added to a solution of N-[4-{[tert-butyl(dimethyl)silyl]oxy}-1-(4-cyano-3-fluorophenyl)-1-(1-methyl-1H-imidazol-5-yl)butyl]-2-methylpropane-2-sulfinamide (0.111 g, 0.219 mmol) in CH3CN ( ): H2O (20 mL) with stirring at ambient temperature. After 0.5 h aqueous saturated NaHCO3 solution was added, the CH3CN was removed in vacuo, and the residue was chromatographed on a Chiralcel AD column eluting with 90/10, hexane/EtOH to give the two diastereomers of the title compound. MS(M+1) 39... Product: C(#N)C1=C(C=C(C=C1)C(CCCO)(C1=CN=CN1C)NS(=O)C(C)(C)C)F (N-[1-(4-Cyano-3-fluorophenyl)-4-hydroxy-1-(1-methyl-1H-imidazol-5-yl)butyl]-2-methylpropane-2-sulfinamide). Reactants: C(=O)(O)[O-].[Na+] (NaHCO3), C(=O)(C(F)(F)F)O (TFA), [Si](C)(C)(C(C)(C)C)OCCCC(C1=CN=CN1C)(C1=CC(=C(C=C1)C#N)F)NS(=O)C(C)(C)C (N-[4-{[tert-butyl(dimethyl)silyl]oxy}-1-(4-cyano-3-fluorophenyl)-1-(1-methyl-1H-imidazol-5-yl)butyl]-2-methylpropane-2-sulfinamide), O (H2O). Run in CC#N (CH3CN). The reactants are COc1cc(N2CCN(C(C)C)CC2)ccc1[N+](=O)[O-], CCO. Yields the product COc1cc(N2CCN(C(C)C)CC2)ccc1N. Reaction SMILES: [CH3:1][CH:2]([CH3:3])[N:4]1[CH2:5][CH2:6][N:7]([c:10]2[cH:11][c:12]([O:19][CH3:20])[c:13]([N+:16]([O-:17])=[O:18])[cH:14][cH:15]2)[CH2:8][CH2:9]1.[CH3:21][CH2:22][OH:23]>>[CH3:1][CH:2]([CH3:3])[N:4]1[CH2:5][CH2:6][N:7]([c:10]2[cH:11][c:12]([O:19][CH3:20])[c:13]([NH2:16])[cH:14][cH:15]2)[CH2:8][CH2:9]1. Reactants: C(C1=CC=CC=C1)N1[C@@]2([C@@H](CC[C@H]1CC2)O)C2=CC=CC=C2 ((1R*,2R*,5R*)-8-benzyl-1-phenyl-8-azabicyclo[3.2.1]octan-2-ol), C1=CCC=CC1 (1,4-cyclohexadiene). Reagents/catalysts: [Pd] (Palladium on carbon). The solvent is O (water), C(C)O (ethanol). Conditions: temperature 60 celsius. The product is C1(=CC=CC=C1)[C@@]12[C@@H](CC[C@@H](CC1)N2)O ((1R*,2R*,5R*)-1-Phenyl-8-azabicyclo[3.2.1]octan-2-ol). Isolated yield 60.0%. Reaction SMILES: C([N:8]1[C@@H:13]2[CH2:14][CH2:15][C@@:9]1([C:17]1[CH:22]=[CH:21][CH:20]=[CH:19][CH:18]=1)[C@H:10]([OH:16])[CH2:11][CH2:12]2)C1C=CC=CC=1.C1CC=CCC=1>[Pd].O.C(O)C>[C:17]1([C@:9]23[NH:8][C@H:13]([CH2:14][CH2:15]2)[CH2:12][CH2:11][C@H:10]3[OH:16])[CH:18]=[CH:19][CH:20]=[CH:21][CH:22]=1. Reported procedure: 10% Palladium on carbon (4 g) was added as a slurry in water (25 ml) to a solution of (1R*,2R*,5R*)-8-benzyl-1-phenyl-8-azabicyclo[3.2.1]octan-2-ol (Description 9; 29.3 g, 100 mmol) and 1,4-cyclohexadiene (80 g, 1 mol) in ethanol (250 ml). The mixture was heated at 60° C. for 6 hours. On cooling to room temperature the mixture was filtered through Celite™ and the filtrate concentrated in vacuo. The residue was chromatographed on silica gel eluting with 5 and 10% methanol/dichloromethane/1% ammon... Product: CC(C)(C)OC(=O)N1CCCC1CN1C(=O)c2ccccc2C1=O. The reactants are CC(C)(C)OC(=O)N1CCCC1CO, Cc1ccccc1, CCOC(C)=O, O=C1NC(=O)c2ccccc21, CCOC(=O)N=NC(=O)OCC, O, c1ccc(P(c2ccccc2)c2ccccc2)cc1. Reaction SMILES: [C:1]([CH3:2])([CH3:3])([CH3:4])[O:5][C:6](=[O:7])[N:8]1[CH:9]([CH2:13][OH:14])[CH2:10][CH2:11][CH2:12]1.[CH3:57][c:58]1[cH:59][cH:60][cH:61][cH:62][cH:63]1.[CH3:64][CH2:65][O:66][C:67](=[O:68])[CH3:69].[O:15]=[C:16]1[NH:17][C:18](=[O:19])[c:20]2[cH:21][cH:22][cH:23][cH:24][c:25]21.[O:45]=[C:46]([O:47][CH2:48][CH3:49])[N:50]=[N:51][C:52]([O:53][CH2:54][CH3:55])=[O:56].[OH2:70].[c:26]1([P:27]([c:28]2[cH:29][cH:30][cH:31][cH:32][cH:33]2)[c:34]2[cH:35][cH:36][cH:37][cH:38][cH:39]2)[cH:40][cH:41][cH:42][cH:43][cH:44]1>>[C:1]([CH3:2])([CH3:3])([CH3:4])[O:5][C:6](=[O:7])[N:8]1[CH:9]([CH2:13][N:17]2[C:16](=[O:15])[c:25]3[c:20]([cH:21][cH:22][cH:23][cH:24]3)[C:18]2=[O:19])[CH2:10][CH2:11][CH2:12]1. Starting materials: O=C([O-])[O-], CO, O=S(=O)(C1C=CC=CC1)n1cc(-c2ccc(NC3C4CC5CC3CN(C5)C4)cn2)c2ccccc21, [K+], [K+]. The product is c1ccc2c(-c3ccc(NC4C5CC6CC4CN(C6)C5)cn3)c[nH]c2c1. As a reaction SMILES: [C:36](=[O:37])([O-:38])[O-:39].[CH3:42][OH:43].[CH:1]1([S:2](=[O:3])(=[O:4])[n:10]2[cH:11][c:12](-[c:19]3[cH:20][cH:21][c:22]([NH:25][CH:26]4[CH:27]5[CH2:28][N:29]6[CH2:30][CH:31]([CH2:32][CH:33]4[CH2:34]6)[CH2:35]5)[cH:23][n:24]3)[c:13]3[cH:14][cH:15][cH:16][cH:17][c:18]23)[CH:5]=[CH:6][CH:7]=[CH:8][CH2:9]1.[K+:40].[K+:41]>>[nH:10]1[cH:11][c:12](-[c:19]2[cH:20][cH:21][c:22]([NH:25][CH:26]3[CH:27]4[CH2:28][N:29]5[CH2:30][CH:31]([CH2:32][CH:33]3[CH2:34]5)[CH2:35]4)[cH:23][n:24]2)[c:13]2[cH:14][cH:15][cH:16][cH:17][c:18]12.